Dataset: the Open Reaction Database (ORD), a public repository of structured organic reaction records. Task: describe an organic reaction: reactants, conditions, products, and yield The product is COC1=CC=C(C=N1)CSC1=NC(=CC(=N1)O)C (2-{[(6-methoxypyridin-3-yl)methyl]sulfanyl}-6-methylpyrimidin-4-ol). Reaction SMILES: Br[CH2:2][C:3]1[CH:4]=[CH:5][C:6]([O:9][CH3:10])=[N:7][CH:8]=1.[CH3:11][C:12]1[N:17]=[C:16]([SH:18])[N:15]=[C:14]([OH:19])[CH:13]=1>>[CH3:10][O:9][C:6]1[N:7]=[CH:8][C:3]([CH2:2][S:18][C:16]2[N:15]=[C:14]([OH:19])[CH:13]=[C:12]([CH3:11])[N:17]=2)=[CH:4][CH:5]=1. Procedure: The title compound was prepared by following the procedure described for Example 55 using 6-methoxypyridine-3-carbaldehyde to provide (6-methoxypyridin-3-yl)methanol, which was converted to 5-(bromomethyl)-2-methoxypyridine. The reaction of 5-(bromomethyl)-2-methoxypyridine and 6-methyl-2-sulfanylpyrimidin-4-ol provided 2-{[(6-methoxypyridin-3-yl)methyl]sulfanyl}-6-methylpyrimidin-4-ol as a white solid (0.975 g, 75% yield); 1H NMR (400 MHz, DMSO-d6): δ 2.19 (s, 3H), 3.79 (s, 3H), 4.29 (s, 2H), 5... Starting materials: BrCC=1C=CC(=NC1)OC (5-(bromomethyl)-2-methoxypyridine), BrCC=1C=CC(=NC1)OC (5-(bromomethyl)-2-methoxypyridine), CC1=CC(=NC(=N1)S)O (6-methyl-2-sulfanylpyrimidin-4-ol). Isolated yield 75.0%. Reactants: BrC1=CC(=C(C=C1)OC(C(=O)O)C)C=O (2-[(4-bromo-2-formylphenyl)oxy]propanoic acid), C(C)(=O)[O-].[Na+] (sodium acetate), [OH-].[Na+] (NaOH). Run in C1(=CC=CC=C1)C (toluene), C(C)(=O)OC(C)=O (acetic anhydride), O (water). Run at time 8 hour. Product: BrC=1C=CC2=C(C=C(O2)C)C1 (5-bromo-2-methyl-1-benzofuran). The yield is 61.6%. RXN SMILES: [Br:1][C:2]1[CH:7]=[CH:6][C:5]([O:8][CH:9]([CH3:13])[C:10](O)=O)=[C:4](C=O)[CH:3]=1.C([O-])(=O)C.[Na+].[OH-].[Na+]>C(OC(=O)C)(=O)C.C1(C)C=CC=CC=1.O>[Br:1][C:2]1[CH:3]=[CH:4][C:5]2[O:8][C:9]([CH3:10])=[CH:13][C:6]=2[CH:7]=1 |f:1.2,3.4|. Reported procedure: A solution of 2-[(4-bromo-2-formylphenyl)oxy]propanoic acid (5.08 mmol) in acetic anhydride (6 mL) was treated with sodium acetate (15.25 mmol). The resulting solution was heated to reflux and stirred overnight. The brown reaction solution was allowed to cool to room temperature, and was diluted with toluene (10 mL). The solution was then treated with 1N aq NaOH (10 mL) and was stirred at room temperature for 20 min. The solution was then further diluted with water (50 mL) and was extracted usin... The reactants are C(C)(C)N(C(C)C)CC (N,N-diisopropylethylamine), Cl.OC(CN1N=C(C=C1)NC([C@H](C[C@H](C)OCC)N)=O)(C)C ((2S,4S)-2-Amino-4-ethoxy-pentanoic acid [1-(2-hydroxy-2-methyl-propyl)-1H-pyrazol-3-yl]-amide hydrochloride), CO (methanol), Cl.OC(CN1N=C(C=C1)NC([C@H](CC(C)C)N1C(C=C(C1)OC1=C(C(=CC=C1)Cl)Cl)=O)=O)(C)C ((S)-2-[4-(2,3-dichloro-phenoxy)-2-oxo-2,5-dihydro-pyrrol-1-yl]-4-methyl-pentanoic acid [1-(2-hydroxy-2-methyl-propyl)-1H-pyrazol-3-yl]-amide hydrochloride). Yields the product C(C)OC(C=C(CN[C@@H](C[C@H](C)OCC)C(NC1=NN(C=C1)CC(C)(C)O)=O)OC1=C(C(=CC=C1)Cl)Cl)=O (3-(2,3-dichloro-phenoxy)-4-{(1S,3S)-3-ethoxy-1-[1-(2-hydroxy-2-methyl-propyl)-1H-pyrazol-3-ylcarbamoyl]-butylamino}-but-2-enoic acid ethyl ester). As a reaction SMILES: Cl.[OH:2][C:3]([CH3:22])([CH3:21])[CH2:4][N:5]1[CH:9]=[CH:8][C:7]([NH:10][C:11](=[O:20])[C@@H:12]([NH2:19])[CH2:13][C@@H:14]([O:16][CH2:17][CH3:18])[CH3:15])=[N:6]1.C(N([CH2:30][CH3:31])C(C)C)(C)C.Cl.OC(C)(C)CN1C=CC(NC(=O)[C@@H](N2[CH2:52][C:51]([O:53][C:54]3[CH:59]=[CH:58][CH:57]=[C:56]([Cl:60])[C:55]=3[Cl:61])=[CH:50][C:49]2=[O:62])CC(C)C)=N1.C[OH:67]>>[CH2:30]([O:67][C:49](=[O:62])[CH:50]=[C:51]([O:53][C:54]1[CH:59]=[CH:58][CH:57]=[C:56]([Cl:60])[C:55]=1[Cl:61])[CH2:52][NH:19][C@H:12]([C:11](=[O:20])[NH:10][C:7]1[CH:8]=[CH:9][N:5]([CH2:4][C:3]([OH:2])([CH3:22])[CH3:21])[N:6]=1)[CH2:13][C@@H:14]([O:16][CH2:17][CH3:18])[CH3:15])[CH3:31] |f:0.1,3.4|. Reported procedure: (2S,4S)-2-Amino-4-ethoxy-pentanoic acid [1-(2-hydroxy-2-methyl-propyl)-1H-pyrazol-3-yl]-amide hydrochloride (150 mg, 0.40 mmol) was dissolved in methanol (5 mL) and N,N-diisopropylethylamine (0.3 mL) was added. The solution was evaporated and the residue was dried. The resulting material was dissolved in acetonitrile (6 mL) containing N,N-diisopropylethylamine (0.3 mL). To this solution was added (E)-4-bromo-3-(2,3-dichloro-phenoxy)-but-2-enoic acid ethyl ester (prepared as in Example 77, 286 mg... Starting materials: NCCN1CCCC1 (1-(2-aminoethyl)pyrrolidine), C1(=CC=C(C=C1)CN1C=C(C=CC1=O)C(=O)O)C1=CC=CC=C1 (1-(4-biphenylylmethyl)-1,6-dihydro-6-oxo-3-pyridinecarboxylic acid), CCN=C=NCCCN(C)C (WSC), C=1C=CC2=C(C1)N=NN2O (HOBt). Run in C(C)#N (acetonitrile), C(C)N(CC)CC (triethylamine), C1CCOC1 (THF), C([O-])([O-])=O.[K+].[K+] (potassium carbonate). Conditions: time 12 hour. Product: C1(=CC=C(C=C1)CN1C=C(C=CC1=O)C(=O)NCCN1CCCC1)C1=CC=CC=C1 (1-(4-Biphenylylmethyl)-1,6-dihydro-6-oxo-N-[2-(pyrrolidin-1-yl)ethyl]-3-pyridinecarboxamide). Yield: 68.4%. Reaction SMILES: [NH2:1][CH2:2][CH2:3][N:4]1[CH2:8][CH2:7][CH2:6][CH2:5]1.[C:9]1([C:26]2[CH:31]=[CH:30][CH:29]=[CH:28][CH:27]=2)[CH:14]=[CH:13][C:12]([CH2:15][N:16]2[C:21](=[O:22])[CH:20]=[CH:19][C:18]([C:23](O)=[O:24])=[CH:17]2)=[CH:11][CH:10]=1.CCN=C=NCCCN(C)C.C1C=CC2N(O)N=NC=2C=1>C(#N)C.C(=O)([O-])[O-].[K+].[K+].C(N(CC)CC)C.C1COCC1>[C:9]1([C:26]2[CH:27]=[CH:28][CH:29]=[CH:30][CH:31]=2)[CH:10]=[CH:11][C:12]([CH2:15][N:16]2[C:21](=[O:22])[CH:20]=[CH:19][C:18]([C:23]([NH:1][CH2:2][CH2:3][N:4]3[CH2:8][CH2:7][CH2:6][CH2:5]3)=[O:24])=[CH:17]2)=[CH:13][CH:14]=1 |f:5.6.7|. Reported procedure: To a solution of 1-(2-aminoethyl)pyrrolidine (230 mg) in acetonitrile (5 ml)/THF (10 ml) were added 1-(4-biphenylylmethyl)-1,6-dihydro-6-oxo-3-pyridinecarboxylic acid (500 mg), WSC (380 mg), HOBt (260 mg), and triethylamine (0.7 ml) at room temperature. After stirring at room temperature for 12 hr, the reaction mixture was diluted with 5% aqueous potassium carbonate and extracted with ethyl acetate. The organic layer was washed with water and saturated aqueous sodium chloride sequentially, dried... Reactants: ClC1=C(C=C(C=C1)Cl)I (1,4-dichloro-2-iodobenzene), C(#C)[Si](C)(C)C (ethynyl(trimethyl)silane), CCCC[N+](CCCC)(CCCC)CCCC.[F-] (TBAF). The reagents and catalysts are [Cu](I)I (copper iodide), [Pd](Cl)Cl.C1(=CC=CC=C1)P(C1=CC=CC=C1)C1=CC=CC=C1.C1(=CC=CC=C1)P(C1=CC=CC=C1)C1=CC=CC=C1 (bis(triphenylphosphine) palladium(II) chloride). Run in C(Cl)Cl (DCM). Yields the product ClC1=C(C=C(C=C1)Cl)C#C (1,4-Dichloro-2-ethynylbenzene). Yield: 89.3%. As a reaction SMILES: [Cl:1][C:2]1[CH:7]=[CH:6][C:5]([Cl:8])=[CH:4][C:3]=1I.[C:10]([Si](C)(C)C)#[CH:11].CCCC[N+](CCCC)(CCCC)CCCC.[F-]>[Cu](I)I.[Pd](Cl)Cl.C1(P(C2C=CC=CC=2)C2C=CC=CC=2)C=CC=CC=1.C1(P(C2C=CC=CC=2)C2C=CC=CC=2)C=CC=CC=1.C(Cl)Cl>[Cl:1][C:2]1[CH:7]=[CH:6][C:5]([Cl:8])=[CH:4][C:3]=1[C:10]#[CH:11] |f:2.3,5.6.7|. Procedure details: The title compound was prepared according to the procedure described in step-5 and step-6 of Intermediate-2 by using 1,4-dichloro-2-iodobenzene (1.0 g, 3.6 mmol), ethynyl(trimethyl)silane (0.541 g, 5.5 mmol), copper iodide (0.027 g, 0.14 mmol), bis(triphenylphosphine) palladium(II) chloride (0.050 g, 0.072 mmol), TBAF (catalytic) and DCM to afford 0.550 g of desired product. 1H NMR (300 MHz, DMSO d6): δ 4.73 (s, 1H), 7.50 (d, J=8.7 Hz, 1H), 7.58 (d, J=8.7 Hz, 1H), 7.71 (s, 1H). Starting materials: CN(C(=O)OC(C)(C)CC)C=1SC=C(N1)C(C(=O)OCC)=O (ethyl 2-[2-(N-methyl-N-tert-pentyloxycarbonylamino)-1,3-thiazol-4-yl]glyoxylate), [OH-].[Na+] (sodium hydroxide). Solvent: C(C)O (ethanol), C(C)O (ethanol). Product: CN(C(=O)OC(C)(C)CC)C=1SC=C(N1)C(C(=O)O)=O (2-[2-(N-methyl-N-tert-pentyloxycarbonylamino)-1,3-thiazol-4-yl]glyoxylic acid). Isolated yield 84.7%. RXN SMILES: [CH3:1][N:2]([C:11]1[S:12][CH:13]=[C:14]([C:16](=[O:22])[C:17]([O:19]CC)=[O:18])[N:15]=1)[C:3]([O:5][C:6]([CH2:9][CH3:10])([CH3:8])[CH3:7])=[O:4].[OH-].[Na+]>C(O)C>[CH3:1][N:2]([C:11]1[S:12][CH:13]=[C:14]([C:16](=[O:22])[C:17]([OH:19])=[O:18])[N:15]=1)[C:3]([O:5][C:6]([CH2:9][CH3:10])([CH3:7])[CH3:8])=[O:4] |f:1.2|. Procedure: To a solution of ethyl 2-[2-(N-methyl-N-tert-pentyloxycarbonylamino)-1,3-thiazol-4-yl]glyoxylate (3.1 g.) in ethanol (40 ml.) was added 1 N sodium hydroxide aqueous solution (14.2 ml.) under ice-cooling and stirring, and the mixture was further stirred for 30 minutes at the same temperature. After the reaction, ethanol was distilled off from the reaction mixture below 20° C. under reduced pressure. To the residue was added water (50 ml.), and after layering with ethyl acetate, the mixture was ad...